Dataset: the Open Reaction Database (ORD), a public repository of structured organic reaction records. Task: describe an organic reaction: reactants, conditions, products, and yield Reagents/catalysts: [Ni] (Raney nickel). Procedure: To a homogenous solution of 7a-nitromethyl-2,3,5,6,7,7a-hexahydro-1H-pyrrolizine (1.00 g, 5.88 mmol) and NaOH (0.235 g (5.88 mmol) in 5 ml of ethanol, 0.40 g of Raney nickel were added to stir the mixture under hydrogen atmosphere at 20° C. for 12 hours. The catalyst was filtered off, and then the filtrate was poured into 33% HCl/ipropanol (5.0 ml) below 20° C. The reaction mixture was evaporated to dryness to give crude crystal. The crude crystal was suspended in toluene (5.0 ml) and to the sus... Reaction SMILES: [N+:1]([CH2:4][C:5]12[CH2:12][CH2:11][CH2:10][N:9]1[CH2:8][CH2:7][CH2:6]2)([O-])=O.[OH-].[Na+].N>C(O)C.[Ni].C1(C)C=CC=CC=1>[NH2:1][CH2:4][C:5]12[CH2:12][CH2:11][CH2:10][N:9]1[CH2:8][CH2:7][CH2:6]2 |f:1.2|. The product is NCC12CCCN2CCC1 (7a-Aminomethyl-2,3,5,6,7,7a-hexahydro-1H-pyrrolizine). Isolated yield 86.8%. Reactants: [N+](=O)([O-])CC12CCCN2CCC1 (7a-nitromethyl-2,3,5,6,7,7a-hexahydro-1H-pyrrolizine), [OH-].[Na+] (NaOH), N (NH3). Run in C(C)O (ethanol), C1(=CC=CC=C1)C (toluene). Conditions: temperature 20 celsius, time 12 hour. Reactants: CCOP(C)(=O)c1ccc(NC(=O)OC(C)(C)C)nc1, CO, ClCCl, ClCCl, O=C(O)C(F)(F)F. The product is CCOP(C)(=O)c1ccc(N)nc1. RXN SMILES: [CH2:1]([CH3:2])[O:3][P:4](=[O:5])([CH3:6])[c:7]1[cH:8][cH:9][c:10]([NH:13][C:14](=[O:15])[O:16][C:17]([CH3:18])([CH3:19])[CH3:20])[n:11][cH:12]1.[CH3:28][OH:29].[Cl:30][CH2:31][Cl:32].[Cl:33][CH2:34][Cl:35].[OH:21][C:22]([C:23]([F:24])([F:25])[F:26])=[O:27]>>[CH2:1]([CH3:2])[O:3][P:4](=[O:5])([CH3:6])[c:7]1[cH:8][cH:9][c:10]([NH2:13])[n:11][cH:12]1. Conditions: time 8 hour. Yields the product Cl.C(C)(C)(C)NC(C1=CC=C(C=C1)C1C=2N(CCC1)C=NC2)=O (N-tert-Butyl-4-(5,6,7,8-tetrahydro-imidazo[1,5-a]pyridin-8-yl)-benzamide hydrochloride). RXN SMILES: [ClH:1].[C:2]([NH:6][C:7](=[O:23])[C:8]1[CH:13]=[CH:12][C:11]([C:14]2[C:15]3[N:16]([CH:20]=[N:21][CH:22]=3)[CH2:17][CH2:18][CH:19]=2)=[CH:10][CH:9]=1)([CH3:5])([CH3:4])[CH3:3]>C(O)C.[Pd]>[ClH:1].[C:2]([NH:6][C:7](=[O:23])[C:8]1[CH:9]=[CH:10][C:11]([CH:14]2[CH2:19][CH2:18][CH2:17][N:16]3[CH:20]=[N:21][CH:22]=[C:15]23)=[CH:12][CH:13]=1)([CH3:5])([CH3:3])[CH3:4] |f:0.1,4.5|. Run in C(C)O (ethanol). Procedure: A solution of 1.79 mmol of N-tert-Butyl-4-(5,6-dihydro-imidazo[1,5-a]pyridin-8-yl)-benzamide hydrochloride in 8 ml of ethanol is mixed with 270 mg of 10% Pd/C, and the reaction mixture is then hydrogenated at 20-25° C. under atmospheric pressure for 8 hours. The reaction mixture is clarified by filtration and the filtrate is evaporated. The crude title compound is obtained as a brown solid. Rf=0.35 (toluene:methanol=85:15), Rt=5.54. The reactants are Cl.C(C)(C)(C)NC(C1=CC=C(C=C1)C=1C=2N(CCC1)C=NC2)=O (N-tert-Butyl-4-(5,6-dihydro-imidazo[1,5-a]pyridin-8-yl)-benzamide hydrochloride). Reagents/catalysts: [Pd] (Pd/C). As a reaction SMILES: [Cl:1][C:2]1[C:7]([CH:8]([C:10]2[CH:15]=[CH:14][CH:13]=[C:12]([O:16][CH3:17])[CH:11]=2)[OH:9])=[CH:6][CH:5]=[CH:4][N:3]=1>[O-2].[Mn+4].[O-2].C1(C)C=CC=CC=1>[Cl:1][C:2]1[C:7]([C:8]([C:10]2[CH:15]=[CH:14][CH:13]=[C:12]([O:16][CH3:17])[CH:11]=2)=[O:9])=[CH:6][CH:5]=[CH:4][N:3]=1 |f:1.2.3|. Starting materials: ClC1=NC=CC=C1C(O)C1=CC(=CC=C1)OC ((2-chloro-pyridin-3-yl)-(3-methoxy-phenyl)-methanol). Procedure details: Combine (2-chloro-pyridin-3-yl)-(3-methoxy-phenyl)-methanol (9.40 g, 37.6 mmol), manganese (IV) oxide (30.0 g, 0.345 mol) and toluene (500 mL) and heat to reflux for one hour. Filter reaction mixture through celite, wash with toluene:dichloromethane mixture and evaporate to give the title compound (1.63 g, 66% Yield). Yield: 17.5%. Reagents/catalysts: [O-2].[Mn+4].[O-2] (manganese (IV) oxide). Product: ClC1=NC=CC=C1C(=O)C1=CC(=CC=C1)OC ((2-chloro-pyridin-3-yl)-(3-methoxy-phenyl)-methanone). Solvent: C1(=CC=CC=C1)C (toluene). The reactants are CC1=C(C(=O)C2=C3C(=C4N(C5=CC=CC=C5C4=C2)C2=CC=C(C=C2)C(C)=O)C=CC=C3)C(=CC(=C1)C)C (1-{4-[5-(2,4,6-trimethyl-benzoyl)-benzo[a]carbazol-11-yl]-phenyl}-ethanone), C(CC(C)C)(=O)Cl (isovaleroyl chloride), [Al+3].[Cl-].[Cl-].[Cl-] (AlCl3), ice water. Solvent: C(Cl)Cl (CH2Cl2). Reaction conditions: time 2 hour. Yields the product C(C)(=O)C1=CC=C(C=C1)N1C2=CC=C(C=C2C2=CC(=C3C(=C12)C=CC=C3)C(C3=C(C=C(C=C3C)C)C)=O)C(CC(C)C)=O (1-[11-(4-acetyl-phenyl)-5-(2,4,6-trimethyl-benzoyl)-11H-benzo[a]-carbazol-8-yl]-3-methyl-butan-1-one). Reaction SMILES: [CH3:1][C:2]1[CH:35]=[C:34]([CH3:36])[CH:33]=[C:32]([CH3:37])[C:3]=1[C:4]([C:6]1[CH:18]=[C:17]2[C:9]([N:10]([C:19]3[CH:24]=[CH:23][C:22]([C:25](=[O:27])[CH3:26])=[CH:21][CH:20]=3)[C:11]3[C:16]2=[CH:15][CH:14]=[CH:13][CH:12]=3)=[C:8]2[CH:28]=[CH:29][CH:30]=[CH:31][C:7]=12)=[O:5].[C:38](Cl)(=[O:43])[CH2:39][CH:40]([CH3:42])[CH3:41].[Al+3].[Cl-].[Cl-].[Cl-]>C(Cl)Cl>[C:25]([C:22]1[CH:21]=[CH:20][C:19]([N:10]2[C:9]3[C:17](=[CH:18][C:6]([C:4](=[O:5])[C:3]4[C:32]([CH3:37])=[CH:33][C:34]([CH3:36])=[CH:35][C:2]=4[CH3:1])=[C:7]4[CH:31]=[CH:30][CH:29]=[CH:28][C:8]4=3)[C:16]3[C:11]2=[CH:12][CH:13]=[C:14]([C:38](=[O:43])[CH2:39][CH:40]([CH3:42])[CH3:41])[CH:15]=3)=[CH:24][CH:23]=1)(=[O:27])[CH3:26] |f:2.3.4.5|. Reported procedure: To 1-{4-[5-(2,4,6-trimethyl-benzoyl)-benzo[a]carbazol-11-yl]-phenyl}-ethanone (383 mg, 0.795 mmol) in CH2Cl2 (10 mL) are added isovaleroyl chloride (120 mg, 0.995 mmol) and AlCl3 (350 mg, 2.62 mmol) at 0° C. After stirring for 2 hours, the reaction mixture is poured into ice-water, and the crude product is extracted with CH2Cl2. The organic layer is washed with water and brine, dried over MgSO4. After concentration, the crude product is purified by column chromatography on silica gel eluting wit... Solvent: ClCCl (dichloromethane). As a reaction SMILES: [NH2:1][C:2]1[CH:7]=[CH:6][C:5]([C:8]2[C:16]3[C:15]([NH2:17])=[N:14][CH:13]=[N:12][C:11]=3[O:10][CH:9]=2)=[CH:4][CH:3]=1.[C:18]1([CH3:27])[CH:23]=[CH:22][C:21]([N:24]=[C:25]=[O:26])=[CH:20][CH:19]=1>ClCCl>[NH2:17][C:15]1[C:16]2[C:8]([C:5]3[CH:4]=[CH:3][C:2]([NH:1][C:25]([NH:24][C:21]4[CH:22]=[CH:23][C:18]([CH3:27])=[CH:19][CH:20]=4)=[O:26])=[CH:7][CH:6]=3)=[CH:9][O:10][C:11]=2[N:12]=[CH:13][N:14]=1. Conditions: time 8 hour. Procedure details: A 0° C. suspension of Example 13E (50 mg, 0.22 mmol) in dichloromethane (3 mL) was treated with p-tolylisocyanate (0.031 mL, 0.24 mmol), warmed to room temperature, and stirred overnight. The resulting precipitate was collected by vacuum filtration, washed with dichloromethane, and dried to provide 55 mg (70%) of the desired product. MS (ESI(+)) m/e 360 (M+H)+; 1H NMR (DMSO-d6) δ 8.80 (s, 1H), 8.60 (s, 1H), 8.25 (s, 1H), 7.92 (s, 1H), 7.6 (d, J=8.4 Hz, 2H), 7.43 (d, J=8.7 Hz, 2H), 7.35 (d, J=8.4... The yield is 69.6%. Product: NC=1C2=C(N=CN1)OC=C2C2=CC=C(C=C2)NC(=O)NC2=CC=C(C=C2)C (N-[4-(4-Aminofuro[2,3-d]pyrimidin-5-yl)phenyl]-N′-(4-methylphenyl)urea). Starting materials: NC1=CC=C(C=C1)C1=COC=2N=CN=C(C21)N (5-(4-Aminophenyl)furo[2,3-d]pyrimidin-4-amine), C1(=CC=C(C=C1)N=C=O)C (p-tolylisocyanate). The solvent is CCOC(=O)C (EtOAc), C(C)O (ethanol), C1(=CC=CC=C1)C (toluene). Procedure: To a solution of 3-[3-(2-bromoimidazol-1-ylmethyl)phenyl]-5-iso-butyl-N-tert-butylthiophene-2-sulfonamide (22 mg, 0.0431 mmol; see example 11 (b)) in toluene (5 mL) and ethanol (0.5 mL) was added 2-thienyl boronic acid (27.6 mg, 0.216 mmol), Pd(PPh3)4 (3.0 mg, 2.59 μmol) and NaOH (0.17 mL, 0.26 mmol, 1.5 M aq), and the reaction mixture stirred for 4 h at 90° C. Another portion of 2-thienyl boronic acid (27.6 mg, 0.216 mmol) and Pd(PPh3)4 (3.0 mg, 2.6 mmol) was added and the reaction was stirred ... The reagents and catalysts are C=1C=CC(=CC1)[P](C=2C=CC=CC2)(C=3C=CC=CC3)[Pd]([P](C=4C=CC=CC4)(C=5C=CC=CC5)C=6C=CC=CC6)([P](C=7C=CC=CC7)(C=8C=CC=CC8)C=9C=CC=CC9)[P](C=1C=CC=CC1)(C=1C=CC=CC1)C=1C=CC=CC1 (Pd(PPh3)4), C=1C=CC(=CC1)[P](C=2C=CC=CC2)(C=3C=CC=CC3)[Pd]([P](C=4C=CC=CC4)(C=5C=CC=CC5)C=6C=CC=CC6)([P](C=7C=CC=CC7)(C=8C=CC=CC8)C=9C=CC=CC9)[P](C=1C=CC=CC1)(C=1C=CC=CC1)C=1C=CC=CC1 (Pd(PPh3)4). Product: S1C(=CC=C1)C=1N(C=CN1)CC=1C=C(C=CC1)C1=C(SC(=C1)CC(C)C)S(=O)(=O)NC(C)(C)C (3-[3-(2-Thiophen-2-yl-imidazol-1-ylmethyl)phenyl]-5-iso-butyl-N-tert-butyl-thiophene-2-sulfonamide). The reactants are S1C(=CC=C1)B(O)O (2-thienyl boronic acid), BrC=1N(C=CN1)CC=1C=C(C=CC1)C1=C(SC(=C1)CC(C)C)S(=O)(=O)NC(C)(C)C (3-[3-(2-bromoimidazol-1-ylmethyl)phenyl]-5-iso-butyl-N-tert-butylthiophene-2-sulfonamide), [OH-].[Na+] (NaOH), example 11 ( b ), S1C(=CC=C1)B(O)O (2-thienyl boronic acid). RXN SMILES: Br[C:2]1[N:3]([CH2:7][C:8]2[CH:9]=[C:10]([C:14]3[CH:18]=[C:17]([CH2:19][CH:20]([CH3:22])[CH3:21])[S:16][C:15]=3[S:23]([NH:26][C:27]([CH3:30])([CH3:29])[CH3:28])(=[O:25])=[O:24])[CH:11]=[CH:12][CH:13]=2)[CH:4]=[CH:5][N:6]=1.[S:31]1[CH:35]=[CH:34][CH:33]=[C:32]1B(O)O.[OH-].[Na+]>C1(C)C=CC=CC=1.C(O)C.CCOC(C)=O.C1C=CC([P]([Pd]([P](C2C=CC=CC=2)(C2C=CC=CC=2)C2C=CC=CC=2)([P](C2C=CC=CC=2)(C2C=CC=CC=2)C2C=CC=CC=2)[P](C2C=CC=CC=2)(C2C=CC=CC=2)C2C=CC=CC=2)(C2C=CC=CC=2)C2C=CC=CC=2)=CC=1>[S:31]1[CH:35]=[CH:34][CH:33]=[C:32]1[C:2]1[N:3]([CH2:7][C:8]2[CH:9]=[C:10]([C:14]3[CH:18]=[C:17]([CH2:19][CH:20]([CH3:22])[CH3:21])[S:16][C:15]=3[S:23]([NH:26][C:27]([CH3:30])([CH3:29])[CH3:28])(=[O:25])=[O:24])[CH:11]=[CH:12][CH:13]=2)[CH:4]=[CH:5][N:6]=1 |f:2.3,^1:60,62,81,100|. Yield: 90.0%. Run at temperature 90 celsius, time 4 hour.